Dataset: the Open Reaction Database (ORD), a public repository of structured organic reaction records. Task: describe an organic reaction: reactants, conditions, products, and yield Starting materials: COC=1C2=C(N=CN1)NC=C2 (4-methoxy-7H-pyrrolo[2,3-d]pyrimidine), IN1C(CCC1=O)=O (N-iodosuccinimide), O (water). The solvent is ClCCl (dichloromethane), ClCCl (dichloromethane). Reaction conditions: time 2 hour. Yields the product IC1=CNC=2N=CN=C(C21)OC (5-iodo-4-methoxy-7H-pyrrolo[2,3-d]pyrimidine). Yield: 81.5%. RXN SMILES: [CH3:1][O:2][C:3]1[C:4]2[CH:11]=[CH:10][NH:9][C:5]=2[N:6]=[CH:7][N:8]=1.[I:12]N1C(=O)CCC1=O.O>ClCCl>[I:12][C:11]1[C:4]2[C:3]([O:2][CH3:1])=[N:8][CH:7]=[N:6][C:5]=2[NH:9][CH:10]=1. Reported procedure: To 4-methoxy-7H-pyrrolo[2,3-d]pyrimidine (3, 3.20 g, 21.4 mmol) in 280 mL of dichloromethane, N-iodosuccinimide (5.3 g, 24.0 mmol) suspended in dichloromethane was added. The reaction was stirred at room temperature for 2 hours, then poured into water and extracted with ethyl acetate. The organic layer was dried over sodium sulfate, filtered and the filtrate concentrated under vacuum. The resulting material was washed with ethyl acetate and hexane to provide the desired compound (35, 4.80 g).